Dataset: the Open Reaction Database (ORD), a public repository of structured organic reaction records. Task: describe an organic reaction: reactants, conditions, products, and yield Starting materials: O=C1c2ccccc2CC1[N+](=O)[O-], [OH]. The product is C1=Cc2ccccc2C1. Reaction SMILES: [N+:2]([O-:4])([CH:5]1[C:6](=[O:3])[c:7]2[cH:8][cH:9][cH:10][cH:11][c:12]2[CH2:13]1)=[O:14].[OH:1]>>[CH:5]1=[CH:6][c:7]2[cH:8][cH:9][cH:10][cH:11][c:12]2[CH2:13]1. Reactants: C1COCCN1, Cn1c([N+](=O)[O-])cnc1-c1nc2ccccc2n1CCCl, C1COCCO1. Product: Cn1c([N+](=O)[O-])cnc1-c1nc2ccccc2n1CCN1CCOCC1. As a reaction SMILES: [CH2:22]1[CH2:23][O:24][CH2:25][CH2:26][NH:27]1.[Cl:1][CH2:2][CH2:3][n:4]1[c:5](-[c:13]2[n:14]([CH3:21])[c:15]([N+:18](=[O:19])[O-:20])[cH:16][n:17]2)[n:6][c:7]2[c:8]1[cH:9][cH:10][cH:11][cH:12]2.[O:28]1[CH2:29][CH2:30][O:31][CH2:32][CH2:33]1>>[CH2:2]([CH2:3][n:4]1[c:5](-[c:13]2[n:14]([CH3:21])[c:15]([N+:18](=[O:19])[O-:20])[cH:16][n:17]2)[n:6][c:7]2[c:8]1[cH:9][cH:10][cH:11][cH:12]2)[N:27]1[CH2:22][CH2:23][O:24][CH2:25][CH2:26]1. Reactants: FC(F)(F)c1ccnc(Br)c1, [Li]CCCC, ClCCl, CC(C)(C)OC(=O)N1CCC(=O)CC1. Yields the product CC(C)(C)OC(=O)N1CCC(O)(c2cc(C(F)(F)F)ccn2)CC1. RXN SMILES: [Br:1][c:2]1[n:3][cH:4][cH:5][c:6]([C:8]([F:9])([F:10])[F:11])[cH:7]1.[CH2:12]([Li:13])[CH2:14][CH2:15][CH3:16].[CH2:31]([Cl:32])[Cl:33].[O:17]=[C:18]1[CH2:19][CH2:20][N:21]([C:24](=[O:25])[O:26][C:27]([CH3:28])([CH3:29])[CH3:30])[CH2:22][CH2:23]1>>[c:2]1([C:18]2([OH:17])[CH2:19][CH2:20][N:21]([C:24](=[O:25])[O:26][C:27]([CH3:28])([CH3:29])[CH3:30])[CH2:22][CH2:23]2)[n:3][cH:4][cH:5][c:6]([C:8]([F:9])([F:10])[F:11])[cH:7]1. Starting materials: CCOC(=O)C(Br)C(=O)OCC, CCO, Cc1cc([N+](=O)[O-])cc2c1S(=O)C=N2, [Na]. Yields the product CCOC(=O)C(C(=O)OCC)N1CS(=O)c2c(C)cc([N+](=O)[O-])cc21. Reaction SMILES: [Br:16][CH:17]([C:18](=[O:19])[O:20][CH2:21][CH3:22])[C:23](=[O:24])[O:25][CH2:26][CH3:27].[CH3:28][CH2:29][OH:30].[N+:2](=[O:3])([O-:4])[c:5]1[cH:6][c:7]([CH3:15])[c:8]2[c:9]([cH:14]1)[N:10]=[CH:11][S:12]2=[O:13].[Na:1]>>[N+:2](=[O:3])([O-:4])[c:5]1[cH:6][c:7]([CH3:15])[c:8]2[c:9]([cH:14]1)[N:10]([CH:17]([C:18](=[O:19])[O:20][CH2:21][CH3:22])[C:23](=[O:24])[O:25][CH2:26][CH3:27])[CH2:11][S:12]2=[O:13]. Reactants: [Cl-].C(C)OC(CN)=O (aminoacetic acid ethyl ester chloride), [N+](=O)([O-])C1=C(C(=O)Cl)C=C(C=C1)OC1=C(C=C(C=C1Cl)C(F)(F)F)Cl (2-nitro-5-(2,6-dichloro-4-trifluoromethyl-phenoxy)-benzoic acid chloride), C(C)#N (acetonitrile), [OH-].[Na+] (sodium hydroxide). The solvent is O (water). The product is C(C)OC(=O)CNC(C1=C(C=CC(=C1)OC1=C(C=C(C=C1Cl)C(F)(F)F)Cl)[N+](=O)[O-])=O (5-(2,6-dichoro-4-trifluoromethyl-phenoxy)-2-nitro-benzoic acid (ethoxycarbonylmethyl)-amide). The yield is 95.7%. RXN SMILES: [Cl-].[CH2:2]([O:4][C:5](=[O:8])[CH2:6][NH2:7])[CH3:3].[N+:9]([C:12]1[CH:20]=[CH:19][C:18]([O:21][C:22]2[C:27]([Cl:28])=[CH:26][C:25]([C:29]([F:32])([F:31])[F:30])=[CH:24][C:23]=2[Cl:33])=[CH:17][C:13]=1[C:14](Cl)=[O:15])([O-:11])=[O:10].C(#N)C.[OH-].[Na+]>O>[CH2:2]([O:4][C:5]([CH2:6][NH:7][C:14](=[O:15])[C:13]1[CH:17]=[C:18]([O:21][C:22]2[C:27]([Cl:28])=[CH:26][C:25]([C:29]([F:32])([F:30])[F:31])=[CH:24][C:23]=2[Cl:33])[CH:19]=[CH:20][C:12]=1[N+:9]([O-:11])=[O:10])=[O:8])[CH3:3] |f:0.1,4.5|. Procedure: 7 g of aminoacetic acid ethyl ester chloride, 20.7 g of 2-nitro-5-(2,6-dichloro-4-trifluoromethyl-phenoxy)-benzoic acid chloride and 180 ml of acetonitrile were initially introduced into the reaction vessel. 4 g of sodium hydroxide, dissolved in 10 ml of water, were added dropwise at -10° to -5° C. The reaction mixture was then poured onto water and adjusted to pH 10 and the crystalline product was filtered off. 23 g (95% of theory) of 5-(2,6-dichoro-4-trifluoromethyl-phenoxy)-2-nitro-benzoic ac... The reactants are C=CCOC1CCC2(CC1)CCN(C(=O)OC(C)(C)C)CC2, CSC, CO. Product: CC(C)(C)OC(=O)N1CCC2(CCC(OCC=O)CC2)CC1. RXN SMILES: [CH2:1]([CH:2]=[CH2:3])[O:4][CH:5]1[CH2:6][CH2:7][C:8]2([CH2:9][CH2:10][N:11]([C:14](=[O:15])[O:16][C:17]([CH3:18])([CH3:19])[CH3:20])[CH2:12][CH2:13]2)[CH2:21][CH2:22]1.[CH3:23][S:24][CH3:25].[CH3:26][OH:27]>>[CH2:1]([CH:2]=[O:27])[O:4][CH:5]1[CH2:6][CH2:7][C:8]2([CH2:9][CH2:10][N:11]([C:14](=[O:15])[O:16][C:17]([CH3:18])([CH3:19])[CH3:20])[CH2:12][CH2:13]2)[CH2:21][CH2:22]1. Starting materials: [H][H], CC(=O)NC(=O)OCC1(C)SC2C(N)C(=O)N2C1C(=O)OCc1ccc([N+](=O)[O-])cc1, O. Product: CC(=O)NC(=O)OCC1(C)SC2C(N)C(=O)N2C1C(=O)O. Reaction SMILES: [H:32][H:33].[N+:1]([c:2]1[cH:3][cH:4][c:5]([CH2:6][O:9][C:10](=[O:11])[CH:12]2[C:13]([CH3:21])([CH2:22][O:23][C:24]([NH:25][C:26]([CH3:27])=[O:28])=[O:29])[S:14][CH:15]3[N:16]2[C:17](=[O:20])[CH:18]3[NH2:19])[cH:7][cH:8]1)([O-:30])=[O:31].[OH2:34]>>[O:9]=[C:10]([OH:11])[CH:12]1[C:13]([CH3:21])([CH2:22][O:23][C:24]([NH:25][C:26]([CH3:27])=[O:28])=[O:29])[S:14][CH:15]2[N:16]1[C:17](=[O:20])[CH:18]2[NH2:19]. Starting materials: ClCCl, O=CCCCN1C(=O)c2ccccc2C1=O, NC1CCCc2cccnc21. Product: O=C1c2ccccc2C(=O)N1CCCCNC1CCCc2cccnc21. Reaction SMILES: [CH2:28]([Cl:29])[Cl:30].[O:12]=[C:13]1[N:14]([CH2:23][CH2:24][CH2:25][CH:26]=[O:27])[C:15](=[O:22])[c:16]2[cH:17][cH:18][cH:19][cH:20][c:21]21.[n:1]1[cH:2][cH:3][cH:4][c:5]2[c:10]1[CH:9]([NH2:11])[CH2:8][CH2:7][CH2:6]2>>[n:1]1[cH:2][cH:3][cH:4][c:5]2[c:10]1[CH:9]([NH:11][CH2:26][CH2:25][CH2:24][CH2:23][N:14]1[C:13](=[O:12])[c:21]3[c:16]([cH:17][cH:18][cH:19][cH:20]3)[C:15]1=[O:22])[CH2:8][CH2:7][CH2:6]2. Starting materials: C(C)(=O)NC=1C(=C(C(=C(C(=O)NCC(CO)O)C1I)I)C(=O)NCC(CO)O)I (5-acetamido-N,N'-bis(2,3-dihydroxypropyl)-2,4,6-triiodoisophthalamide), [OH-].[Na+] (sodium hydroxide), OC(CCl)COC (2-hydroxy-3-methoxypropyl chloride). Run in C(C(C)O)O (propylene glycol). Product: OC(CNC(C1=C(C(C(=O)NCC(CO)O)=C(C(=C1I)N(C(C)=O)CC(COC)O)I)I)=O)CO (N,N'-bis(2,3-dihydroxypropyl)-5-[N-(2-hydroxy-3-methoxypropyl)acetamido]-2,4,6-triiodoisophthalamide). RXN SMILES: [C:1]([NH:4][C:5]1[C:6]([I:29])=[C:7]([C:21]([NH:23][CH2:24][CH:25]([OH:28])[CH2:26][OH:27])=[O:22])[C:8]([I:20])=[C:9]([C:18]=1[I:19])[C:10]([NH:12][CH2:13][CH:14]([OH:17])[CH2:15][OH:16])=[O:11])(=[O:3])[CH3:2].[OH-].[Na+].[OH:32][CH:33]([CH2:36][O:37][CH3:38])[CH2:34]Cl>C(O)C(O)C>[OH:28][CH:25]([CH2:26][OH:27])[CH2:24][NH:23][C:21](=[O:22])[C:7]1[C:6]([I:29])=[C:5]([N:4]([CH2:34][CH:33]([OH:32])[CH2:36][O:37][CH3:38])[C:1](=[O:3])[CH3:2])[C:18]([I:19])=[C:9]([C:10]([NH:12][CH2:13][CH:14]([OH:17])[CH2:15][OH:16])=[O:11])[C:8]=1[I:20] |f:1.2|. Procedure: To a suspension of 5-acetamido-N,N'-bis(2,3-dihydroxypropyl)-2,4,6-triiodoisophthalamide, prepared as in British Patent No. 1548594, (800 g, 1.07 mol) in propylene glycol (2.4 1) was added 16.5M sodium hydroxide (97.3 ml, 1.61 mol) and then the suspension was stirred at about 70° until the starting material was dissolved. Thereafter the solution was cooled to about 35° and 2-hydroxy-3-methoxypropyl chloride (199.8 g, 1.61 mol) was added. After about 16 h the reaction mixture was heated at about ... RXN SMILES: [Al+3:15].[C:18]([CH2:19][CH3:20])(=[O:21])[Cl:22].[CH3:1][c:2]1[cH:3][c:4]2[c:5]([o:6]1)[c:7]([N+:11](=[O:12])[O-:13])[cH:8][cH:9][cH:10]2.[Cl-:14].[Cl-:16].[Cl-:17].[Cl:23][CH2:24][Cl:25]>>[CH3:1][c:2]1[c:3]([C:18]([CH2:19][CH3:20])=[O:21])[c:4]2[c:5]([o:6]1)[c:7]([N+:11](=[O:12])[O-:13])[cH:8][cH:9][cH:10]2. The reactants are [Al+3], CCC(=O)Cl, Cc1cc2cccc([N+](=O)[O-])c2o1, [Cl-], [Cl-], [Cl-], ClCCl. Product: CCC(=O)c1c(C)oc2c([N+](=O)[O-])cccc12.